Task: describe an organic reaction: reactants, conditions, products, and yield. Dataset: the Open Reaction Database (ORD), a public repository of structured organic reaction records Starting materials: CC(=O)O, CCC(=O)O, COc1cc2c(c(Cl)c1Cl)CCCC2, O=[Cr](=O)=O, O, O=S(=O)(O)O. Yields the product COc1cc2c(c(Cl)c1Cl)C(=O)CCC2. Reaction SMILES: [CH3:25][C:26](=[O:27])[OH:28].[CH3:29][CH2:30][C:31](=[O:32])[OH:33].[Cl:5][c:6]1[c:7]2[c:12]([cH:13][c:14]([O:17][CH3:18])[c:15]1[Cl:16])[CH2:11][CH2:10][CH2:9][CH2:8]2.[O:1]=[Cr:2](=[O:3])=[O:4].[OH2:19].[S:20]([OH:21])(=[O:22])(=[O:23])[OH:24]>>[Cl:5][c:6]1[c:7]2[c:12]([cH:13][c:14]([O:17][CH3:18])[c:15]1[Cl:16])[CH2:11][CH2:10][CH2:9][C:8]2=[O:21].